This data is from the Open Reaction Database (ORD), a public repository of structured organic reaction records. The task is: describe an organic reaction: reactants, conditions, products, and yield The reactants are resultant solution, NC(=CC(=O)OCC)C1=C(C=CC=C1)F (ethyl 3-amino-3-(2-fluorophenyl)-2-propenoate), [H-].[Na+] (sodium hydride), C1(=CC=CC=C1)C (toluene), FC1=C(C=CC(=C1)Cl)N=C=O (2-fluoro-4-chlorophenyl isocyanate). Run in CN(C=O)C (dimethylformamide). Conditions: temperature 0 celsius. Product: FC1=C(C=CC(=C1)Cl)N1C(NC(=CC1=O)C1=C(C=CC=C1)F)=O (3-(2-fluoro-4-chlorophenyl)-6-(2-fluorophenyl)-2,4(1H,3H)-pyrimidinedione). Yield: 72.4%. RXN SMILES: [NH2:1][C:2]([C:9]1[CH:14]=[CH:13][CH:12]=[CH:11][C:10]=1[F:15])=[CH:3][C:4]([O:6]CC)=O.[H-].[Na+].C1(C)C=CC=CC=1.[F:25][C:26]1[CH:31]=[C:30]([Cl:32])[CH:29]=[CH:28][C:27]=1[N:33]=[C:34]=[O:35]>CN(C)C=O>[F:25][C:26]1[CH:31]=[C:30]([Cl:32])[CH:29]=[CH:28][C:27]=1[N:33]1[C:4](=[O:6])[CH:3]=[C:2]([C:9]2[CH:14]=[CH:13][CH:12]=[CH:11][C:10]=2[F:15])[NH:1][C:34]1=[O:35] |f:1.2|. Procedure: 2.1 g of this ethyl 3-amino-3-(2-fluorophenyl)-2-propenoate was added dropwise to a solution of 0.5 g of sodium hydride (purity: 55%) in 20 ml of dimethylformamide with stirring at 0° C. The resulting solution was further stirred at room temperature for 15 minutes and then cooled to -30° C. and added dropwise with 20 ml of a toluene solution of 1.7 g of 2-fluoro-4-chlorophenyl isocyanate. The resultant solution was heated to room temperature and stirred at 80° C. for 30 minutes. Then the solvent... Reactants: CC(=O)O, ClC(Cl)Cl, O=C1CCC(=O)N1Br, O, c1ccc(-c2ccsc2)cc1. Product: Brc1sccc1-c1ccccc1. Reaction SMILES: [C:25]([OH:26])(=[O:27])[CH3:28].[Cl:21][CH:22]([Cl:23])[Cl:24].[O:12]=[C:13]1[N:14]([Br:19])[C:15](=[O:16])[CH2:17][CH2:18]1.[OH2:20].[c:1]1(-[c:7]2[cH:8][s:9][cH:10][cH:11]2)[cH:2][cH:3][cH:4][cH:5][cH:6]1>>[c:1]1(-[c:7]2[c:8]([Br:19])[s:9][cH:10][cH:11]2)[cH:2][cH:3][cH:4][cH:5][cH:6]1. Reactants: CC=CCBr, Cc1ccccc1, CCOCC, COc1ccc(I)c(CCNC(=O)C(F)(F)F)c1, [K+], [K+], [K+], O=C([O-])[O-], [OH-]. Yields the product CC=CCN(CCc1cc(OC)ccc1I)C(=O)C(F)(F)F. Reaction SMILES: [CH2:27]([CH:28]=[CH:29][CH3:30])[Br:31].[CH3:32][c:33]1[cH:34][cH:35][cH:36][cH:37][cH:38]1.[CH3:39][CH2:40][O:41][CH2:42][CH3:43].[F:1][C:2]([C:3](=[O:4])[NH:5][CH2:6][CH2:7][c:8]1[c:9]([I:16])[cH:10][cH:11][c:12]([O:14][CH3:15])[cH:13]1)([F:17])[F:18].[K+:19].[K+:20].[K+:26].[O-:21][C:22]([O-:23])=[O:24].[OH-:25]>>[F:1][C:2]([C:3](=[O:4])[N:5]([CH2:6][CH2:7][c:8]1[c:9]([I:16])[cH:10][cH:11][c:12]([O:14][CH3:15])[cH:13]1)[CH2:27][CH:28]=[CH:29][CH3:30])([F:17])[F:18]. The reactants are C(CCC)P(C12CC3CC(CC(C1)C3)C2)C23CC1CC(CC(C2)C1)C3 (n-butyldi-1-adamantylphosphine), BrC1=CC2=C(C(NC2)=O)S1 (2-Bromo-4H-thieno[2,3-c]pyrrol-6(5H)-one), C1(CC1)[B-](F)(F)F.[K+] (potassium cyclopropyltrifluoroborate), C([O-])([O-])=O.[Cs+].[Cs+] (cesium carbonate). Reagents/catalysts: C(C)(=O)[O-].[Pd+2].C(C)(=O)[O-] (palladium(II) acetate). Solvent: C(C)(=O)OCC (ethyl acetate), O (water), O (water), C1(=CC=CC=C1)C (toluene). Run at temperature 100 celsius. Yields the product C1(CC1)C1=CC2=C(C(NC2)=O)S1 (2-Cyclopropyl-4H-thieno[2,3-c]pyrrol-6(5H)-one). The yield is 34.4%. RXN SMILES: Br[C:2]1[S:10][C:5]2[C:6](=[O:9])[NH:7][CH2:8][C:4]=2[CH:3]=1.[CH:11]1([B-](F)(F)F)[CH2:13][CH2:12]1.[K+].C(=O)([O-])[O-].[Cs+].[Cs+].C(P(C12CC3CC(CC(C3)C1)C2)C12CC3CC(CC(C3)C1)C2)CCC>C(OCC)(=O)C.O.C([O-])(=O)C.[Pd+2].C([O-])(=O)C.C1(C)C=CC=CC=1>[CH:11]1([C:2]2[S:10][C:5]3[C:6](=[O:9])[NH:7][CH2:8][C:4]=3[CH:3]=2)[CH2:13][CH2:12]1 |f:1.2,3.4.5,9.10.11|. Procedure: A 100-mL single-neck round-bottomed flask equipped with a reflux condenser, magnetic stirrer and nitrogen inlet was charged with 116f (900 mg, 4.12 mmol), potassium cyclopropyltrifluoroborate (733 mg, 4.95 mmol), cesium carbonate (4.03 g, 12.4 mmol), toluene (18 mL), water (1 mL). After bubbling nitrogen through the resulting suspension for 30 min, palladium(II) acetate (279 mg, 0.412 mmol) and n-butyldi-1-adamantylphosphine (222 mg, 0.618 mmol) were added, and the reaction mixture was heated at... The reactants are CC#N (MeCN), C(=O)([O-])[O-].[K+].[K+] (K2CO3), BrCCF (1-bromo-2-fluoroethane), Cl.COC1=C(C(NC(=C1)C)=O)CNC(=O)C1=C(N(C2=CC=CC=C12)C(C)C1CCNCC1)C (N-((4-methoxy-6-methyl-2-oxo-1,2-dihydropyridin-3-yl)methyl)-2-methyl-1-(1-(piperidin-4-yl)ethyl)-1H-indole-3-carboxamide hydrochloride), Cl.COC1=C(C(NC(=C1)C)=O)CNC(=O)C1=C(N(C2=CC=CC=C12)C(C)C1CCNCC1)C (N-((4-methoxy-6-methyl-2-oxo-1,2-dihydropyridin-3-yl)methyl)-2-methyl-1-(1-(piperidin-4-yl)ethyl)-1H-indole-3-carboxamide hydrochloride), CN(C)C=O (DMF). Conditions: temperature 82 celsius, time 4 hour. Product: FCCN1CCC(CC1)C(C)N1C(=C(C2=CC=CC=C12)C(=O)NCC=1C(NC(=CC1OC)C)=O)C (1-(1-(1-(2-fluoroethyl)piperidin-4-yl)ethyl)-N-((4-methoxy-6-methyl-2-oxo-1,2-dihydropyridin-3-yl)methyl)-2-methyl-1H-indole-3-carboxamide), solid. Yield: 45.0%. As a reaction SMILES: Cl.[CH3:2][O:3][C:4]1[CH:9]=[C:8]([CH3:10])[NH:7][C:6](=[O:11])[C:5]=1[CH2:12][NH:13][C:14]([C:16]1[C:24]2[C:19](=[CH:20][CH:21]=[CH:22][CH:23]=2)[N:18]([CH:25]([CH:27]2[CH2:32][CH2:31][NH:30][CH2:29][CH2:28]2)[CH3:26])[C:17]=1[CH3:33])=[O:15].C([O-])([O-])=O.[K+].[K+].CC#N.CN(C=O)C.Br[CH2:49][CH2:50][F:51]>>[F:51][CH2:50][CH2:49][N:30]1[CH2:29][CH2:28][CH:27]([CH:25]([N:18]2[C:19]3[C:24](=[CH:23][CH:22]=[CH:21][CH:20]=3)[C:16]([C:14]([NH:13][CH2:12][C:5]3[C:6](=[O:11])[NH:7][C:8]([CH3:10])=[CH:9][C:4]=3[O:3][CH3:2])=[O:15])=[C:17]2[CH3:33])[CH3:26])[CH2:32][CH2:31]1 |f:0.1,2.3.4|. Procedure details: A 25 mL vial was charged with a magnetic stir bar, (R or S)-N-((4-methoxy-6-methyl-2-oxo-1,2-dihydropyridin-3-yl)methyl)-2-methyl-1-(1-(piperidin-4-yl)ethyl)-1H-indole-3-carboxamide hydrochloride (Compound 326) (0.062 g, 0.131 mmol), K2CO3 (0.072 g, 0.524 mmol), MeCN (0.655 ml, 0.131 mmol), DMF (0.262 ml, 0.131 mmol) and 1-bromo-2-fluoroethane (0.020 ml, 0.262 mmol). The reaction was capped and heated to 82° C. with stirring for 4 h. The reaction was allowed to cool to rt, filtered, and the filt... Starting materials: COC([C@@H](NC(=O)OCC1=CC=CC=C1)CC(=O)O)=O (N-CBZ L-aspartic acid 1-methyl ester), C(=O)(C=1NC=CN1)C=1NC=CN1 (carbonyl diimidazole), magnesium salt, C(CC(=O)[O-])(=O)OC(C)(C)C (mono-tert butyl malonate). Run in O1CCCC1 (tetrahydrofuran). Conditions: time 6 hour. Yields the product COC([C@H](CC(CC(=O)OC(C)(C)C)=O)NC(=O)OCC1=CC=CC=C1)=O ((S)-2-Benzyloxycarbonylamino-4-oxo-hexanedioic acid 6-tert-butyl ester 1-methyl ester). Yield: 86.9%. RXN SMILES: [CH3:1][O:2][C:3](=[O:20])[C@H:4]([CH2:16][C:17]([OH:19])=O)[NH:5][C:6]([O:8][CH2:9][C:10]1[CH:15]=[CH:14][CH:13]=[CH:12][CH:11]=1)=[O:7].C(C1NC=CN=1)(C1NC=CN=1)=O.[C:33]([O:39][C:40]([CH3:43])([CH3:42])[CH3:41])(=[O:38])[CH2:34]C([O-])=O>O1CCCC1>[CH3:1][O:2][C:3](=[O:20])[C@@H:4]([NH:5][C:6]([O:8][CH2:9][C:10]1[CH:11]=[CH:12][CH:13]=[CH:14][CH:15]=1)=[O:7])[CH2:16][C:17](=[O:19])[CH2:34][C:33]([O:39][C:40]([CH3:43])([CH3:42])[CH3:41])=[O:38]. Procedure: To a solution of N-CBZ L-aspartic acid 1-methyl ester (1.00 g, 3.55 mmol) in dry tetrahydrofuran (17 mL) is added carbonyl diimidazole (634.1 mg, 3.91 mmol). The mixture is stirred at room temperature for 6 hr then the magnesium salt of mono-tert butyl malonate (1.339 g, 3.91 mmol) (prepared according to Angew. Chem. Int. Ed. Engl. 1979, 18(1), 72-74) is added. The mixture is stirred at room temperature for another 20 h, then concentrated in vacuum. The residue is partitioned between ether (60 m... Reaction SMILES: [CH2:6]([Li:7])[CH2:8][CH2:9][CH3:10].[F:11][CH:12]([c:13]1[c:14]([C:29](=[O:30])[O:31][CH3:32])[c:15]([Cl:28])[c:16]([C:23](=[O:24])[O:25][CH2:26][CH3:27])[c:17]([C:19]([F:20])([F:21])[F:22])[n:18]1)[F:33].[Li:34].[O:40]1[CH2:41][CH2:42][CH2:43][CH2:44]1.[OH2:45].[nH:1]1[n:2][cH:3][cH:4][cH:5]1.[nH:35]1[cH:36][cH:37][cH:38][n:39]1>>[n:1]1(-[c:15]2[c:14]([C:29](=[O:30])[O:31][CH3:32])[c:13]([CH:12]([F:11])[F:33])[n:18][c:17]([C:19]([F:20])([F:21])[F:22])[c:16]2[C:23](=[O:24])[O:25][CH2:26][CH3:27])[n:2][cH:3][cH:4][cH:5]1. The product is CCOC(=O)c1c(C(F)(F)F)nc(C(F)F)c(C(=O)OC)c1-n1cccn1. Starting materials: [Li]CCCC, CCOC(=O)c1c(C(F)(F)F)nc(C(F)F)c(C(=O)OC)c1Cl, [Li], C1CCOC1, O, c1cn[nH]c1, c1cn[nH]c1.